This data is from the Open Reaction Database (ORD), a public repository of structured organic reaction records. The task is: describe an organic reaction: reactants, conditions, products, and yield The reactants are C(C1=CC=CC=C1)OCC=1N(C(=C(N1)C(C)C)SC1=CC(=CC(=C1)Cl)Cl)CCCC1=NC=CC=C1 (2-benzyloxymethyl-5-(3,5-dichlorophenylthio)-4-isopropyl-1-(3-(2-pyridyl)propyl)-imidazole), Cl (hydrochloric acid). Solvent: C(C)O (ethanol). Conditions: temperature 90 celsius, time 2 hour. Product: ClC=1C=C(C=C(C1)Cl)SC1=C(N=C(N1CCCC1=NC=CC=C1)CO)C(C)C (5-(3,5-dichlorophenylthio)-4-isopropyl-2-hydroxymethyl-1-(3-(2-pyridyl)propyl)-1H-imidazole). Isolated yield 51.1%. RXN SMILES: C([O:8][CH2:9][C:10]1[N:11]([CH2:27][CH2:28][CH2:29][C:30]2[CH:35]=[CH:34][CH:33]=[CH:32][N:31]=2)[C:12]([S:18][C:19]2[CH:24]=[C:23]([Cl:25])[CH:22]=[C:21]([Cl:26])[CH:20]=2)=[C:13]([CH:15]([CH3:17])[CH3:16])[N:14]=1)C1C=CC=CC=1.Cl>C(O)C>[Cl:25][C:23]1[CH:24]=[C:19]([S:18][C:12]2[N:11]([CH2:27][CH2:28][CH2:29][C:30]3[CH:35]=[CH:34][CH:33]=[CH:32][N:31]=3)[C:10]([CH2:9][OH:8])=[N:14][C:13]=2[CH:15]([CH3:17])[CH3:16])[CH:20]=[C:21]([Cl:26])[CH:22]=1. Reported procedure: To 300 mg of 2-benzyloxymethyl-5-(3,5-dichlorophenylthio)-4-isopropyl-1-(3-(2-pyridyl)propyl)-imidazole was added 10 ml of ethanol and 20 ml of 36% hydrochloric acid, and the mixture was stirred at 90° C. for 2 hours. After completion of the reaction, the solvent was distilled off under reduced pressure, an aqueous sodium hydrogen carbonate solution was added, and extracted with ethyl acetate. The extract was dried over sodium sulfate, and the solvent was distilled off under reduced pressure. Th... The reactants are CN(C)C=O, Cc1ccc(-c2ccc3c(c2)C=C(C(=O)Nc2ccc(CCl)cc2)CCO3)cc1, [Na], c1ccc(Sc2ccccc2)cc1. Yields the product Cc1ccc(-c2ccc3c(c2)C=C(C(=O)Nc2ccc(CSc4ccccc4)cc2)CCO3)cc1. RXN SMILES: [CH3:44][N:45]([CH3:46])[CH:47]=[O:48].[Cl:1][CH2:2][c:3]1[cH:4][cH:5][c:6]([NH:9][C:10](=[O:11])[C:12]2=[CH:18][c:17]3[c:16]([cH:22][cH:21][c:20](-[c:23]4[cH:24][cH:25][c:26]([CH3:29])[cH:27][cH:28]4)[cH:19]3)[O:15][CH2:14][CH2:13]2)[cH:7][cH:8]1.[Na:43].[c:30]1([S:36][c:37]2[cH:38][cH:39][cH:40][cH:41][cH:42]2)[cH:31][cH:32][cH:33][cH:34][cH:35]1>>[CH2:2]([c:3]1[cH:4][cH:5][c:6]([NH:9][C:10](=[O:11])[C:12]2=[CH:18][c:17]3[c:16]([cH:22][cH:21][c:20](-[c:23]4[cH:24][cH:25][c:26]([CH3:29])[cH:27][cH:28]4)[cH:19]3)[O:15][CH2:14][CH2:13]2)[cH:7][cH:8]1)[S:36][c:30]1[cH:31][cH:32][cH:33][cH:34][cH:35]1.